This data is from the Open Reaction Database (ORD), a public repository of structured organic reaction records. The task is: describe an organic reaction: reactants, conditions, products, and yield As a reaction SMILES: [CH2:23]1[O:24][CH2:25][CH2:26][CH2:27]1.[ClH:22].[Li+:20].[O:1]=[C:2]1[NH:3][CH2:4][CH2:5][C:6]12[CH2:7][c:8]1[cH:9][cH:10][c:11]([C:16](=[O:17])[O:18][CH3:19])[cH:12][c:13]1[CH2:14][CH2:15]2.[OH-:21].[OH2:28]>>[O:1]=[C:2]1[NH:3][CH2:4][CH2:5][C:6]12[CH2:7][c:8]1[cH:9][cH:10][c:11]([C:16](=[O:17])[OH:18])[cH:12][c:13]1[CH2:14][CH2:15]2. Reactants: C1CCOC1, Cl, [Li+], COC(=O)c1ccc2c(c1)CCC1(CCNC1=O)C2, [OH-], O. Product: O=C(O)c1ccc2c(c1)CCC1(CCNC1=O)C2.